This data is from the Open Reaction Database (ORD), a public repository of structured organic reaction records. The task is: describe an organic reaction: reactants, conditions, products, and yield Reactants: CC(C)O, CSc1ncc2ccc(Cl)nc2n1, N. Product: CSc1ncc2ccc(N)nc2n1. Reaction SMILES: [CH:15]([OH:16])([CH3:17])[CH3:18].[Cl:1][c:2]1[cH:3][cH:4][c:5]2[c:6]([n:7][c:8]([S:11][CH3:12])[n:9][cH:10]2)[n:13]1.[NH3:14]>>[c:2]1([NH2:14])[cH:3][cH:4][c:5]2[c:6]([n:7][c:8]([S:11][CH3:12])[n:9][cH:10]2)[n:13]1.